Task: describe an organic reaction: reactants, conditions, products, and yield. Dataset: the Open Reaction Database (ORD), a public repository of structured organic reaction records Product: ClC=1C(=NC=CC1)N1C[C@H](N(CC1)C1=NC2=C(N1)C(=CC(=C2)C(F)(F)F)C2=CC(=C(C(=C2)F)F)F)C (2-[(2R)-4-(3-Chloropyridin-2-yl)-2-methylpiperazin-1-yl]-5-(trifluoromethyl)-7-(3,4,5-trifluorophenyl)-1H-benzoimidazole). The reactants are ClC=1C(=NC=CC1)N1C[C@H](NCC1)C ((3R)-1-(3-Chloropyridin-2-yl)-3-methylpiperazine), ClC1=NC2=C(N1)C=C(C=C2C2=CC(=C(C(=C2)F)F)F)C(F)(F)F (2-chloro-6-(trifluoromethyl)-4-(3,4,5-trifluorophenyl)-1H-benzoimidazole). Procedure details: The piperazine from step (a) above (84 mg. 0.4 mmol) reacted with 2-chloro-6-(trifluoromethyl)-4-(3,4,5-trifluorophenyl)-1H-benzoimidazole (105 mg, 0.3 mmol, Example 51b) under the conditions of Example 3c to give the title compound as a white amorphous solid. MS (ESI, pos. ion) m/z: 526 (M+1). Reaction SMILES: [Cl:1][C:2]1[C:3]([N:8]2[CH2:13][CH2:12][NH:11][C@H:10]([CH3:14])[CH2:9]2)=[N:4][CH:5]=[CH:6][CH:7]=1.Cl[C:16]1[NH:20][C:19]2[CH:21]=[C:22]([C:34]([F:37])([F:36])[F:35])[CH:23]=[C:24]([C:25]3[CH:30]=[C:29]([F:31])[C:28]([F:32])=[C:27]([F:33])[CH:26]=3)[C:18]=2[N:17]=1>>[Cl:1][C:2]1[C:3]([N:8]2[CH2:13][CH2:12][N:11]([C:16]3[NH:17][C:18]4[C:24]([C:25]5[CH:26]=[C:27]([F:33])[C:28]([F:32])=[C:29]([F:31])[CH:30]=5)=[CH:23][C:22]([C:34]([F:37])([F:35])[F:36])=[CH:21][C:19]=4[N:20]=3)[C@H:10]([CH3:14])[CH2:9]2)=[N:4][CH:5]=[CH:6][CH:7]=1.